This data is from the Open Reaction Database (ORD), a public repository of structured organic reaction records. The task is: describe an organic reaction: reactants, conditions, products, and yield The reactants are C1(=CC=CC=C1)S(=O)(=O)CC1=NNC(=N1)C1=C(C=C(C=C1)F)F (3-benzenesulfonylmethyl-5-(2,4-difluoro-phenyl)-1H-[1,2,4]triazole), ( E ), N1=C(C=CC=C1)\C=C/C#N ((Z)-3-pyridin-2-yl-acrylonitrile). Product: FC1=C(C=CC(=C1)F)C1=NN2C(C=C(C=C2N)C2=NC=CC=C2)=N1 (2-(2,4-Difluoro-phenyl)-7-pyridin-2-yl-[1,2,4]triazolo[1,5-a]pyridin-5-ylamine). RXN SMILES: C1(S([CH2:10][C:11]2[N:15]=[C:14]([C:16]3[CH:21]=[CH:20][C:19]([F:22])=[CH:18][C:17]=3[F:23])[NH:13][N:12]=2)(=O)=O)C=CC=CC=1.[N:24]1[CH:29]=[CH:28][CH:27]=[CH:26][C:25]=1/[CH:30]=[CH:31]\[C:32]#[N:33]>>[F:23][C:17]1[CH:18]=[C:19]([F:22])[CH:20]=[CH:21][C:16]=1[C:14]1[N:15]=[C:11]2[CH:10]=[C:30]([C:25]3[CH:26]=[CH:27][CH:28]=[CH:29][N:24]=3)[CH:31]=[C:32]([NH2:33])[N:12]2[N:13]=1. Procedure: The title compound, MS m/e (%): 324(M+H+,100), was prepared in accordance with the general method of example 1 from 3-benzenesulfonylmethyl-5-(2,4-difluoro-phenyl)-1H-[1,2,4]triazole and (E)/(Z)-3-pyridin-2-yl-acrylonitrile. Reactants: Cl.NC1=NC=CC(=C1)OC1=C(C=C(C=C1)NC1=C(C(=O)NC2=C(C=C(C=C2)F)F)C=CC=N1)F (2-(4-(2-Aminopyridin-4-yloxy)-3-fluorophenylamino)-N-(2,4-difluorophenyl)nicotinamide, hydrochloride salt), Cl.NC1=NC=CC(=C1)OC1=C(C=C(C=C1)NC1=C(C(=O)NC2=C(C=C(C=C2)F)F)C=CC=N1)F (2-(4-(2-Aminopyridin-4-yloxy)-3-fluorophenylamino)-N-(2,4-difluorophenyl)nicotinamide, hydrochloride salt), Cl.N1C=CC=2C1=NC=CC2OC2=C(C=C(C=C2)NC2=CC=NC=C2C(=O)NC2=C(C=C(C=C2)F)F)F (4-(4-(1H-Pyrrolo[2,3-b]pyridin-4-yloxy)-3-fluorophenylamino)-N-(2,4-difluorophenyl)nicotinamide, hydrochloride salt), C(C1=CC=CC=C1)NC(C1=C(N=CC=C1)Cl)=O (N-benzyl-2-chloronicotinamide). Yields the product C(C1=CC=CC=C1)NC(=O)C=1C(=NC=CC1)NC1=CC(=C(OC2=CC(=NC=C2)C(=O)N)C=C1)F (4-(4-(3-(Benzylcarbamoyl)pyridin-2-ylamino)-2-fluorophenoxy)picolinamide). Yield: 44.0%. Reaction SMILES: Cl.N[C:3]1[CH:8]=[C:7]([O:9][C:10]2[CH:15]=[CH:14][C:13]([NH:16][C:17]3[N:33]=[CH:32][CH:31]=[CH:30][C:18]=3[C:19]([NH:21][C:22]3[CH:27]=[CH:26][C:25](F)=[CH:24][C:23]=3F)=[O:20])=[CH:12][C:11]=2[F:34])[CH:6]=[CH:5][N:4]=1.Cl.N1C2=NC=CC(OC3C=CC(NC4C([C:59]([NH:61]C5C=CC(F)=CC=5F)=[O:60])=CN=CC=4)=CC=3F)=C2C=C1.[CH2:71](NC(=O)C1C=CC=NC=1Cl)C1C=CC=CC=1>>[CH2:22]([NH:21][C:19]([C:18]1[C:17]([NH:16][C:13]2[CH:14]=[CH:15][C:10]([O:9][C:7]3[CH:6]=[CH:5][N:4]=[C:3]([C:59]([NH2:61])=[O:60])[CH:8]=3)=[C:11]([F:34])[CH:12]=2)=[N:33][CH:32]=[CH:31][CH:30]=1)=[O:20])[C:23]1[CH:24]=[CH:25][CH:26]=[CH:27][CH:71]=1 |f:0.1,2.3|. Procedure: 4-(4-Amino-2-fluorophenoxy)picolinamide (0.099 g, 0.40 mmol, Compound C of Example 3) was converted to the desired compound (0.080 g, 44%) in a manner similar to the preparation of 4-(4-(3-(2,4-difluorophenylcarbamoyl)pyridin-4-ylamino)-2-fluorophenoxy)picolinamide (Step D of Example 1), except that N-benzyl-2-chloronicotinamide (Maybridge, 0.099 g, 0.40 mmol) was used instead of 4-chloro-N-(2,4-difluorophenyl)nicotinamide. MS(ESI+) m/z 458 (M+H)+. Reactants: COC=1C(=C2CCCC(C2=CC1)C#N)[N+](=O)[O-] (6-methoxy-5-nitro-l,2,3,4-tetrahydronaphthalene-1-carbonitrile). The reagents and catalysts are [Pd] (Pd/C). The solvent is CO (MeOH). Yields the product COC=1C(=C2CCCC(C2=CC1)C#N)N ((±)-6-Methoxy-5-amino-l,2,3, 4-tetrahydronaphthalen-1-carbonitrile). Yield: 98.9%. RXN SMILES: [CH3:1][O:2][C:3]1[C:4]([N+:15]([O-])=O)=[C:5]2[C:10](=[CH:11][CH:12]=1)[CH:9]([C:13]#[N:14])[CH2:8][CH2:7][CH2:6]2>CO.[Pd]>[CH3:1][O:2][C:3]1[C:4]([NH2:15])=[C:5]2[C:10](=[CH:11][CH:12]=1)[CH:9]([C:13]#[N:14])[CH2:8][CH2:7][CH2:6]2. Procedure: A solution of 6-methoxy-5-nitro-l,2,3,4-tetrahydronaphthalene-1-carbonitrile (0.42 g, 1.8 mmol) and catalytic amount of 10% Pd/C in 100 ml of MeOH was stirred under H2 for 12 h at 25° C. The reaction mixture was filtered and concentrated in vacuo to yield the desired product as a colorless oil (0.36 g, >95%). 1H NMR (300 MHz, CDCl3): δ 1.93 (m, 4H), 2.48 (qt, 2H, J=5.7 Hz), 3.79 (s, 3H), 3.99 (t, 1H, J=6.3 Hz), 6.68 (dd, 2H, J=8.0, 8.9 Hz). Reactants: C1CCOC1, COC(=O)C1CCC(C(=O)O)CC1, O=C1CCC(=O)N1O. The product is COC(=O)C1CCC(C(=O)ON2C(=O)CCC2=O)CC1. As a reaction SMILES: [CH2:22]1[O:23][CH2:24][CH2:25][CH2:26]1.[CH3:9][O:10][C:11](=[O:12])[CH:13]1[CH2:14][CH2:15][CH:16]([C:19](=[O:20])[OH:21])[CH2:17][CH2:18]1.[OH:1][N:2]1[C:3](=[O:8])[CH2:4][CH2:5][C:6]1=[O:7]>>[O:1]([N:2]1[C:3](=[O:8])[CH2:4][CH2:5][C:6]1=[O:7])[C:19]([CH:16]1[CH2:15][CH2:14][CH:13]([C:11]([O:10][CH3:9])=[O:12])[CH2:18][CH2:17]1)=[O:20].